From a dataset of the Open Reaction Database (ORD), a public repository of structured organic reaction records. describe an organic reaction: reactants, conditions, products, and yield Reactants: CCO, Cl, O, C[Si](C)(C)CCOCn1nc(-c2ccccc2)c2c1CC(c1ccccc1)(c1ccccc1)C=C2, C[Si](C)(C)CCOCN1NC2=C(C=CC(c3ccccc3)(c3ccccc3)C2)C1c1ccccc1. Yields the product C1=CC(c2ccccc2)(c2ccccc2)Cc2[nH]nc(-c3ccccc3)c21. As a reaction SMILES: [CH3:72][CH2:73][OH:74].[ClH:71].[OH2:75].[c:1]1(-[c:7]2[n:8][n:9]([CH2:28][O:29][CH2:30][CH2:31][Si:32]([CH3:33])([CH3:34])[CH3:35])[c:10]3[c:15]2[CH:14]=[CH:13][C:12]([c:16]2[cH:17][cH:18][cH:19][cH:20][cH:21]2)([c:22]2[cH:23][cH:24][cH:25][cH:26][cH:27]2)[CH2:11]3)[cH:2][cH:3][cH:4][cH:5][cH:6]1.[c:36]1([CH:37]2[C:38]3=[C:55]([CH2:54][C:41]([c:42]4[cH:43][cH:44][cH:45][cH:46][cH:47]4)([c:48]4[cH:49][cH:50][cH:51][cH:52][cH:53]4)[CH:40]=[CH:39]3)[NH:56][N:57]2[CH2:58][O:59][CH2:60][CH2:61][Si:62]([CH3:63])([CH3:64])[CH3:65])[cH:66][cH:67][cH:68][cH:69][cH:70]1>>[c:1]1(-[c:7]2[n:8][nH:9][c:10]3[c:15]2[CH:14]=[CH:13][C:12]([c:16]2[cH:17][cH:18][cH:19][cH:20][cH:21]2)([c:22]2[cH:23][cH:24][cH:25][cH:26][cH:27]2)[CH2:11]3)[cH:2][cH:3][cH:4][cH:5][cH:6]1. The reactants are O=C=O, CCO, CO, Cl, CC(O)(C[N+](=O)[O-])C(F)(F)F, [H][H]. Yields the product Cl, CC(O)(CN)C(F)(F)F. Reaction SMILES: [C:1](=[O:2])=[O:3].[CH3:18][CH2:19][OH:20].[CH3:21][OH:22].[ClH:17].[F:4][C:5]([C:6]([CH2:7][N+:8]([O-:9])=[O:10])([OH:11])[CH3:12])([F:13])[F:14].[H:15][H:16]>>[ClH:17].[F:4][C:5]([C:6]([CH2:7][NH2:8])([OH:11])[CH3:12])([F:13])[F:14]. Starting materials: C(#N)C1=CC=C(C=C1)C(=CC1=NC=C(C#N)C=C1)CN1N=CN=C1 (6-[-2-(4-cyanophenyl)-3-(1,2,4-triazol- 1-yl)prop-1-enyl]nicotinonitrile). The reagents and catalysts are [Pd] (palladium-on-carbon). Solvent: C(C)(=O)OCC (ethyl acetate). Reaction conditions: time 1 hour. Product: C(#N)C1=CC=C(C=C1)C(CC1=NC=C(C#N)C=C1)CN1N=CN=C1 (6-[-2-(4-cyanophenyl)-3-(1,2,4-triazol-1-yl)propyl]nicotinonitrile). As a reaction SMILES: [C:1]([C:3]1[CH:8]=[CH:7][C:6]([C:9]([CH2:19][N:20]2[CH:24]=[N:23][CH:22]=[N:21]2)=[CH:10][C:11]2[CH:18]=[CH:17][C:14]([C:15]#[N:16])=[CH:13][N:12]=2)=[CH:5][CH:4]=1)#[N:2]>C(OCC)(=O)C.[Pd]>[C:1]([C:3]1[CH:8]=[CH:7][C:6]([CH:9]([CH2:19][N:20]2[CH:24]=[N:23][CH:22]=[N:21]2)[CH2:10][C:11]2[CH:18]=[CH:17][C:14]([C:15]#[N:16])=[CH:13][N:12]=2)=[CH:5][CH:4]=1)#[N:2]. Reported procedure: A mixture of 6-[-2-(4-cyanophenyl)-3-(1,2,4-triazol- 1-yl)prop-1-enyl]nicotinonitrile (0.2 g) and 10% by weight palladium-on-carbon (0.1 g) in ethyl acetate (20 ml) was stirred rapidly under an atmosphere of hydrogen at atmospheric pressure for 1 h. The mixture was filtered and the filtrate was evaporated to dryness. The residue was triturated with diethyl ether to give a white solid, which was filtered off, washed with more ether (10 ml) and dried to give 6-[-2-(4-cyanophenyl)-3-(1,2,4-triazol-... The reactants are FC1=C(C=O)C(=CC=C1F)F (2,3,6-Trifluorobenzaldehyde), COC=1C=C(CC#N)C=CC1OC (3,4-dimethoxybenzyl cyanide). The product is COC=1C=C(C=CC1OC)/C(/C#N)=C/C1=C(C(=CC=C1F)F)F ((Z)-2-(3,4-dimethoxy-phenyl)-3-(2,3,6-trifluoro-phenyl)-acrylonitrile). Yield: 86.1%. RXN SMILES: [F:1][C:2]1[C:9]([F:10])=[CH:8][CH:7]=[C:6]([F:11])[C:3]=1[CH:4]=O.[CH3:12][O:13][C:14]1[CH:15]=[C:16]([CH:20]=[CH:21][C:22]=1[O:23][CH3:24])[CH2:17][C:18]#[N:19]>>[CH3:12][O:13][C:14]1[CH:15]=[C:16](/[C:17](=[CH:4]/[C:3]2[C:6]([F:11])=[CH:7][CH:8]=[C:9]([F:10])[C:2]=2[F:1])/[C:18]#[N:19])[CH:20]=[CH:21][C:22]=1[O:23][CH3:24]. Procedure details: 2,3,6-Trifluorobenzaldehyde (320 mg) and 3,4-dimethoxybenzyl cyanide (354 mg) were subjected to condensation in accordance with process A of (production process 2), to thereby produce the target product (549 mg, yield: 86%). The reactants are C(C1=CC=CC=C1)O[C@@H]1[C@@]2(CO[C@]([C@@H]([C@H]1OCC1=CC=CC=C1)OCC1=CC=CC=C1)(O2)C2=CC(=C(C=C2)Cl)CC2=CC=C(C=C2)OC(F)(F)F)C(=O)O ((1S,2S,3S,4R,5S)-2,3,4-tribenzyloxy-5-[4-chloro-3-[[4-(trifluoromethoxy)phenyl]methyl]phenyl]-6,8-dioxabicyclo[3.2.1]octane-1-carboxylic acid), CO (methanol), S(O)(O)(=O)=O (sulphuric acid), C([O-])(O)=O.[Na+] (sodium bicarbonate). The solvent is O1CCCC1 (tetrahydrofuran). Conditions: temperature 45 celsius, time 20 hour. The product is COC(=O)[C@@]12[C@H]([C@@H]([C@H]([C@@](OC1)(O2)C2=CC(=C(C=C2)Cl)CC2=CC=C(C=C2)OC(F)(F)F)OCC2=CC=CC=C2)OCC2=CC=CC=C2)OCC2=CC=CC=C2 (methyl(1S,2S,3S,4R,5S)-2,3,4-tribenzyloxy-5-[4-chloro-3-[[4-(trifluoro methoxy)phenyl]methyl]phenyl]-6,8-dioxabicyclo[3.2.1]octane-1-carboxylate). The yield is 66.5%. Reaction SMILES: [CH2:1]([O:8][C@H:9]1[C@H:15]([O:16][CH2:17][C:18]2[CH:23]=[CH:22][CH:21]=[CH:20][CH:19]=2)[C@@H:14]([O:24][CH2:25][C:26]2[CH:31]=[CH:30][CH:29]=[CH:28][CH:27]=2)[C@:13]2([C:33]3[CH:38]=[CH:37][C:36]([Cl:39])=[C:35]([CH2:40][C:41]4[CH:46]=[CH:45][C:44]([O:47][C:48]([F:51])([F:50])[F:49])=[CH:43][CH:42]=4)[CH:34]=3)[O:32][C@@:10]1([C:52]([OH:54])=[O:53])[CH2:11][O:12]2)[C:2]1[CH:7]=[CH:6][CH:5]=[CH:4][CH:3]=1.CO.S(=O)(=O)(O)O.[C:62](=O)(O)[O-].[Na+]>O1CCCC1>[CH3:62][O:53][C:52]([C@:10]12[O:32][C@:13]([C:33]3[CH:38]=[CH:37][C:36]([Cl:39])=[C:35]([CH2:40][C:41]4[CH:46]=[CH:45][C:44]([O:47][C:48]([F:49])([F:50])[F:51])=[CH:43][CH:42]=4)[CH:34]=3)([O:12][CH2:11]1)[C@H:14]([O:24][CH2:25][C:26]1[CH:31]=[CH:30][CH:29]=[CH:28][CH:27]=1)[C@@H:15]([O:16][CH2:17][C:18]1[CH:23]=[CH:22][CH:21]=[CH:20][CH:19]=1)[C@@H:9]2[O:8][CH2:1][C:2]1[CH:7]=[CH:6][CH:5]=[CH:4][CH:3]=1)=[O:54] |f:3.4|. Reported procedure: To a solution of (1S,2S,3S,4R,5S)-2,3,4-tribenzyloxy-5-[4-chloro-3-[[4-(trifluoromethoxy) phenyl]methyl]phenyl]-6,8-dioxabicyclo[3.2.1]octane-1-carboxylic acid 16a (0.49 g, 0.64 mmol) in tetrahydrofuran (2 mL) were added methanol (8 mL) and concentrated sulphuric acid (0.24 mL) at room temperature. The mixture was stirred at 45° C. for 20 hours. The reaction mixture was neutralized with saturated aqueous sodium bicarbonate till pH becomes 7 and extracted with ethyl acetate (10 mL×3). The combine... Starting materials: S([O-])(O)=O.[NH4+] (ammonium bisulfite), S(=O)([O-])[O-] (sulfite), solution, S([O-])(O)=O.[NH4+] (ammonium bisulfite). The product is S(=O)(=O)([O-])[O-].[NH4+].[NH4+] (ammonium sulfate), S(=O)=O (sulfur dioxide). As a reaction SMILES: [S:1](=[O:4])([OH:3])[O-:2].[NH4+:5].[S:6]([O-])([O-:8])=[O:7]>>[S:1]([O-:7])([O-:3])(=[O:2])=[O:4].[NH4+:5].[NH4+:5].[S:6](=[O:8])=[O:7] |f:0.1,3.4.5|. Procedure details: reacting at least a portion of the solution obtained in step (a) with ammonium bisulfite, so as to decompose the ammonium bisulfite and sulfite and to obtain ammonium sulfate as an aqueous solution and gaseous sulfur dioxide; Reactants: Cl (HCl), Cl.ClCC1=NC2=CC=CC=C2C(=N1)N(C)C1=CC=C(C=C1)OC ((2-Chloromethyl-quinazolin-4-yl)-(4-methoxy-phenyl)-methyl-amine hydrochloride), ClC1=NC(=NC2=CC=CC=C12)CCl (4-chloro-2-chloromethyl-quinazoline), COC1=CC=C(C=C1)NC ((4-methoxy-phenyl)-methyl-amine). The solvent is CC(C)O (i-PrOH). Run at time 2 hour. Product: COC1=CC=C(C=C1)N(C1=NC(=NC2=CC=CC=C12)CNC(C)=O)C (N-{4-[(4-Methoxy-phenyl)-methyl-amino]-quinazolin-2-ylmethyl}-acetamide). Yield: 85.0%. Reaction SMILES: Cl.Cl[CH2:3][C:4]1[N:13]=[C:12]([N:14]([C:16]2[CH:21]=[CH:20][C:19]([O:22][CH3:23])=[CH:18][CH:17]=2)[CH3:15])[C:11]2[C:6](=[CH:7][CH:8]=[CH:9][CH:10]=2)[N:5]=1.Cl[C:25]1[C:34]2C(=CC=CC=2)N=C(CCl)[N:26]=1.C[O:38]C1C=CC(NC)=CC=1.Cl>CC(O)C>[CH3:23][O:22][C:19]1[CH:20]=[CH:21][C:16]([N:14]([CH3:15])[C:12]2[C:11]3[C:6](=[CH:7][CH:8]=[CH:9][CH:10]=3)[N:5]=[C:4]([CH2:3][NH:26][C:25](=[O:38])[CH3:34])[N:13]=2)=[CH:17][CH:18]=1 |f:0.1|. Procedure: (2-Chloromethyl-quinazolin-4-yl)-(4-methoxy-phenyl)-methyl-amine hydrochloride: A suspension of 4-chloro-2-chloromethyl-quinazoline (7.383 g, 35.0 mmol) and (4-methoxy-phenyl)-methyl-amine (4.837 g, 35.3 mmol) in i-PrOH (50 mL) was treated with HCl (12 M, 1.5 mL, 18 mmol) and stirred at rt for 2 h. The resulting solid was collected by vacuum filtration, yielding 10.367 g (85%) of the title compound. 1H NMR (DMSO-d6) δ 7.80-7.94 (m, 2H), 7.40-7.80 (m, 2H), 7.26-7.34 (m, 1H), 7.07-7.15 (m, 2H), 6....